This data is from the Open Reaction Database (ORD), a public repository of structured organic reaction records. The task is: describe an organic reaction: reactants, conditions, products, and yield Starting materials: CI, Cc1nc(C#Cc2ccnc(Cl)c2)cn1-c1cncc(=O)[nH]1. Product: Cc1nc(C#Cc2ccnc(Cl)c2)cn1-c1cncc(=O)n1C. Reaction SMILES: [CH3:23][I:24].[Cl:1][c:2]1[n:3][cH:4][cH:5][c:6]([C:8]#[C:9][c:10]2[n:11][c:12]([CH3:22])[n:13](-[c:15]3[cH:16][n:17][cH:18][c:19](=[O:21])[nH:20]3)[cH:14]2)[cH:7]1>>[Cl:1][c:2]1[n:3][cH:4][cH:5][c:6]([C:8]#[C:9][c:10]2[n:11][c:12]([CH3:22])[n:13](-[c:15]3[cH:16][n:17][cH:18][c:19](=[O:21])[n:20]3[CH3:23])[cH:14]2)[cH:7]1. The reactants are C1(=CC=CC=C1)C1=CC=C(S1)C(=O)C1=C(C=CC(=C1)Br)C(F)(F)F (5-bromo-2-trifluoromethylphenyl 5-phenyl-2-thienyl ketone), O1CCCC1 (tetrahydrofuran), [BH4-].[Na+] (sodium borohydride). The solvent is CO (methanol). Conditions: time 3 hour. Product: BrC=1C=CC(=C(C1)CC=1SC(=CC1)C1=CC=CC=C1)C(F)(F)F (5-bromo-1-(5-phenyl-2-thienylmethyl)-2-trifluoromethylbenzene). The yield is 87.3%. Reaction SMILES: [C:1]1([C:7]2[S:11][C:10]([C:12]([C:14]3[CH:19]=[C:18]([Br:20])[CH:17]=[CH:16][C:15]=3[C:21]([F:24])([F:23])[F:22])=O)=[CH:9][CH:8]=2)[CH:6]=[CH:5][CH:4]=[CH:3][CH:2]=1.O1CCCC1.[BH4-].[Na+]>CO>[Br:20][C:18]1[CH:17]=[CH:16][C:15]([C:21]([F:24])([F:22])[F:23])=[C:14]([CH2:12][C:10]2[S:11][C:7]([C:1]3[CH:6]=[CH:5][CH:4]=[CH:3][CH:2]=3)=[CH:8][CH:9]=2)[CH:19]=1 |f:2.3|. Procedure details: To a mixed solution of the above 5-bromo-2-trifluoromethylphenyl 5-phenyl-2-thienyl ketone (670 mg) in methanol (20 ml)-tetrahydrofuran (10 ml) was added sodium borohydride (62 mg), and the mixture was stirred at room temperature for 3 hours. The solvent was evaporated under reduced pressure, and the residue was dissolved in chloroform (10 ml)-acetonitrile (20 ml). Thereto was added triethylsilane (0.78 ml), and the mixture was cooled to 0° C. Thereto was added dropwise boron trifluoride.diethyl... The reactants are C1CCOC1, COC(=O)c1cc(C(=O)NCC(OC)OC)cc([N+](=O)[O-])c1, CCOC(C)=O, Cl. The product is COC(=O)c1cc(C(=O)NCC=O)cc([N+](=O)[O-])c1. RXN SMILES: [CH2:29]1[O:30][CH2:31][CH2:32][CH2:33]1.[CH3:1][O:2][C:3]([c:4]1[cH:5][c:6]([C:7](=[O:8])[NH:9][CH2:10][CH:11]([O:12][CH3:15])[O:13][CH3:14])[cH:16][c:17]([N+:19](=[O:20])[O-:21])[cH:18]1)=[O:22].[CH3:23][CH2:24][O:25][C:26](=[O:27])[CH3:28].[ClH:34]>>[CH3:1][O:2][C:3]([c:4]1[cH:5][c:6]([C:7](=[O:8])[NH:9][CH2:10][CH:11]=[O:12])[cH:16][c:17]([N+:19](=[O:20])[O-:21])[cH:18]1)=[O:22]. The reactants are BrC1=C2C=CC=NC2=C(N=C1)Cl (5-bromo-8-chloro-[1,7]naphthyridine), N1=CC=CC(=C1)B(O)O (5-pyridineboronic acid), CN1N=C(C=C1)N (1-methyl-1H-pyrazol-3-ylamine). Yields the product CN1N=C(C=C1)NC=1N=CC(=C2C=CC=NC12)C=1C=NC=CC1 ((1-Methyl-1H-pyrazol-3-yl)-(5-pyridin-3-yl-[1,7]naphthyridin-8-yl)-amine). Reaction SMILES: Br[C:2]1[CH:11]=[N:10][C:9](Cl)=[C:8]2[C:3]=1[CH:4]=[CH:5][CH:6]=[N:7]2.[N:13]1[CH:18]=[C:17](B(O)O)[CH:16]=[CH:15][CH:14]=1.[CH3:22][N:23]1[CH:27]=[CH:26][C:25]([NH2:28])=[N:24]1>>[CH3:22][N:23]1[CH:27]=[CH:26][C:25]([NH:28][C:9]2[N:10]=[CH:11][C:2]([C:15]3[CH:14]=[N:13][CH:18]=[CH:17][CH:16]=3)=[C:3]3[C:8]=2[N:7]=[CH:6][CH:5]=[CH:4]3)=[N:24]1. Reported procedure: The title compound, MS: m/e=303.2 (M+H+), was prepared in accordance with the general method of example 15 step 1 and step 3 from 5-bromo-8-chloro-[1,7]naphthyridine (Example H), 5-pyridineboronic acid and 1-methyl-1H-pyrazol-3-ylamine. Reactants: CC1(c2ccc(-c3ccc(S)cc3)cc2)OCCO1, CN(C)C=O, FC(F)Cl, [Na+], [OH-]. The product is CC1(c2ccc(-c3ccc(SC(F)F)cc3)cc2)OCCO1. As a reaction SMILES: [CH3:1][C:2]1([c:7]2[cH:8][cH:9][c:10](-[c:13]3[cH:14][cH:15][c:16]([SH:19])[cH:17][cH:18]3)[cH:11][cH:12]2)[O:3][CH2:4][CH2:5][O:6]1.[CH3:26][N:27]([CH3:28])[CH:29]=[O:30].[Cl:20][CH:21]([F:22])[F:23].[Na+:25].[OH-:24]>>[CH3:1][C:2]1([c:7]2[cH:8][cH:9][c:10](-[c:13]3[cH:14][cH:15][c:16]([S:19][CH:21]([F:22])[F:23])[cH:17][cH:18]3)[cH:11][cH:12]2)[O:3][CH2:4][CH2:5][O:6]1.